Dataset: the Open Reaction Database (ORD), a public repository of structured organic reaction records. Task: describe an organic reaction: reactants, conditions, products, and yield The reactants are ClCCl, [Na+], [OH-], O=C(O)C(F)(F)F, CC(C)(C)OC(=O)NC(Cc1ccccc1)C1CC(Cc2ccccc2)=NO1. Yields the product NC(Cc1ccccc1)C1CC(Cc2ccccc2)=NO1. RXN SMILES: [CH2:38]([Cl:39])[Cl:40].[Na+:37].[OH-:36].[OH:29][C:30]([C:31]([F:32])([F:33])[F:34])=[O:35].[c:1]1([CH2:7][C:8]2=[N:9][O:10][CH:11]([CH:13]([CH2:14][c:15]3[cH:16][cH:17][cH:18][cH:19][cH:20]3)[NH:21][C:22]([O:23][C:24]([CH3:25])([CH3:26])[CH3:27])=[O:28])[CH2:12]2)[cH:2][cH:3][cH:4][cH:5][cH:6]1>>[c:1]1([CH2:7][C:8]2=[N:9][O:10][CH:11]([CH:13]([CH2:14][c:15]3[cH:16][cH:17][cH:18][cH:19][cH:20]3)[NH2:21])[CH2:12]2)[cH:2][cH:3][cH:4][cH:5][cH:6]1.